This data is from the Open Reaction Database (ORD), a public repository of structured organic reaction records. The task is: describe an organic reaction: reactants, conditions, products, and yield The reactants are CC(=O)O[BH-](OC(C)=O)OC(C)=O, C1CCOC1, CNC, ClCCCl, CN1Cc2c(C3CCC(=O)CC3)ccc(N)c2C1=O, [Na+]. The product is CN1Cc2c(C3CCC(N(C)C)CC3)ccc(N)c2C1=O. Reaction SMILES: [C:28]([O:29][BH-:30]([O:31][C:32](=[O:33])[CH3:34])[O:35][C:36](=[O:37])[CH3:38])(=[O:39])[CH3:40].[CH2:23]1[O:24][CH2:25][CH2:26][CH2:27]1.[CH3:20][NH:21][CH3:22].[Cl:42][CH2:43][CH2:44][Cl:45].[NH2:1][c:2]1[cH:3][cH:4][c:5]([CH:13]2[CH2:14][CH2:15][C:16](=[O:19])[CH2:17][CH2:18]2)[c:6]2[c:10]1[C:9](=[O:11])[N:8]([CH3:12])[CH2:7]2.[Na+:41]>>[NH2:1][c:2]1[cH:3][cH:4][c:5]([CH:13]2[CH2:14][CH2:15][CH:16]([N:21]([CH3:20])[CH3:22])[CH2:17][CH2:18]2)[c:6]2[c:10]1[C:9](=[O:11])[N:8]([CH3:12])[CH2:7]2. Reactants: FC=1C=2N(C=CC1C(C)(C)O)C=CN2 (2-(8-Fluoroimidazo[1,2-α]pyridin-7-yl)propan-2-ol), BrC1=NC(=CC=C1)Br (2,6-dibromopyridine), C(=O)([O-])[O-].[Cs+].[Cs+] (Cs2CO3). Product: BrC1=CC=CC(=N1)C1=CN=C2N1C=CC(=C2F)C(C)(C)O (2-[3-(6-bromopyridin-2-yl)-8-fluoroimidazo[1,2-α]pyridin-7-yl]propan-2-ol). Yield: 60.0%. Reaction SMILES: [F:1][C:2]1[C:3]2[N:4]([CH:12]=[CH:13][N:14]=2)[CH:5]=[CH:6][C:7]=1[C:8]([OH:11])([CH3:10])[CH3:9].[Br:15][C:16]1[CH:21]=[CH:20][CH:19]=[C:18](Br)[N:17]=1.C([O-])([O-])=O.[Cs+].[Cs+]>>[Br:15][C:16]1[N:17]=[C:18]([C:12]2[N:4]3[CH:5]=[CH:6][C:7]([C:8]([OH:11])([CH3:10])[CH3:9])=[C:2]([F:1])[C:3]3=[N:14][CH:13]=2)[CH:19]=[CH:20][CH:21]=1 |f:2.3.4|. Procedure details: 2-(8-Fluoroimidazo[1,2-α]pyridin-7-yl)propan-2-ol (194 mg, 1.0 mmol) was coupled with 2,6-dibromopyridine (403 mg, 1.7 mmol) using Cs2CO3 (652 mg, 2.0 mmol), as described in Example 4, affording 2-[3-(6-bromopyridin-2-yl)-8-fluoroimidazo[1,2-α]pyridin-7-yl]propan-2-ol as a white amorphous solid (210 mg, 60%): m/z (ES+) 350, 352 (100%, [MH]+). Starting materials: C(C)OC1=C(C=CC=C1)O (2-ethoxyphenol), O[C@@H]1CN(CCC1)C(=O)OC(C)(C)C (tert-butyl (S)-3-hydroxypiperidine-1-carboxylate), C1(=CC=CC=C1)P(C1=CC=CC=C1)C1=CC=CC=C1 (triphenylphosphine), CC(C)OC(=O)/N=N/C(=O)OC(C)C (DIAD). Solvent: C1(=CC=CC=C1)C (toluene), C1(=CC=CC=C1)C (toluene). Conditions: time 2 hour. The product is C(C)OC1=C(O[C@H]2CN(CCC2)C(=O)OC(C)(C)C)C=CC=C1 (tert-butyl (R)-3-(2-ethoxyphenoxy)piperidine-1-carboxylate). Yield: 45.9%. RXN SMILES: [CH2:1]([O:3][C:4]1[CH:9]=[CH:8][CH:7]=[CH:6][C:5]=1[OH:10])[CH3:2].O[C@H:12]1[CH2:17][CH2:16][CH2:15][N:14]([C:18]([O:20][C:21]([CH3:24])([CH3:23])[CH3:22])=[O:19])[CH2:13]1.C1(P(C2C=CC=CC=2)C2C=CC=CC=2)C=CC=CC=1.CC(OC(/N=N/C(OC(C)C)=O)=O)C>C1(C)C=CC=CC=1>[CH2:1]([O:3][C:4]1[CH:9]=[CH:8][CH:7]=[CH:6][C:5]=1[O:10][C@@H:16]1[CH2:17][CH2:12][CH2:13][N:14]([C:18]([O:20][C:21]([CH3:24])([CH3:23])[CH3:22])=[O:19])[CH2:15]1)[CH3:2]. Reported procedure: To a solution of 2-ethoxyphenol (13.72 g, 99 mmol), tert-butyl (S)-3-hydroxypiperidine-1-carboxylate (20 g, 99 mmol), and triphenylphosphine (29 g, 111 mmol) in toluene (150 mL) at 20-25° C. was added a solution of DIAD (20 mL, 104 mmol) in toluene (50 mL) over 2 hours. After 2 hours, the reaction mixture was filtered and washed with diethyl ether (300 mL). The filtrate was washed with 3N NaOH (150 mL), dried over Na2SO4, and concentrated. The crude residue was purified via column chromatography... The reactants are C[Si](C)(C)Cl (TMSCl), O (Water), FC=1C=C(C(=C(C1)C=1SC(=NN1)C1=CC(=C(C=C1)OC(C)C)C(F)(F)F)OC)\C=C\OC (2-{5-fluoro-2-(methyloxy)-3-[(E)-2-(methyloxy)ethenyl]phenyl}-5-[4-[(1-methylethyl)oxy]-3-(trifluoromethyl)phenyl]-1,3,4-thiadiazole), [I-].[Na+] (sodium iodide). Run in C(C)#N (acetonitrile). Reaction conditions: time 10 minute. Yields the product crude product, FC=1C=C(C(=C(C1)CC=O)OC)C=1SC(=NN1)C1=CC(=C(C=C1)OC(C)C)C(F)(F)F ([5-fluoro-3-{5-[4-[(1-methylethyl)oxy]-3-(trifluoromethyl)phenyl]-1,3,4-thiadiazol-2-yl}-2-(methyloxy)phenyl]acetaldehyde). The yield is 103.1%. Reaction SMILES: [F:1][C:2]1[CH:3]=[C:4](/[CH:29]=[CH:30]/[O:31]C)[C:5]([O:27][CH3:28])=[C:6]([C:8]2[S:9][C:10]([C:13]3[CH:18]=[CH:17][C:16]([O:19][CH:20]([CH3:22])[CH3:21])=[C:15]([C:23]([F:26])([F:25])[F:24])[CH:14]=3)=[N:11][N:12]=2)[CH:7]=1.[I-].[Na+].C[Si](Cl)(C)C.O>C(#N)C>[F:1][C:2]1[CH:7]=[C:6]([C:8]2[S:9][C:10]([C:13]3[CH:18]=[CH:17][C:16]([O:19][CH:20]([CH3:21])[CH3:22])=[C:15]([C:23]([F:24])([F:25])[F:26])[CH:14]=3)=[N:11][N:12]=2)[C:5]([O:27][CH3:28])=[C:4]([CH2:29][CH:30]=[O:31])[CH:3]=1 |f:1.2|. Procedure details: To a solution of 2-{5-fluoro-2-(methyloxy)-3-[(E)-2-(methyloxy)ethenyl]phenyl}-5-[4-[(1-methylethyl)oxy]-3-(trifluoromethyl)phenyl]-1,3,4-thiadiazole (D34) (170 mg) and sodium iodide (109 mg) in acetonitrile (20 mL) stirred under nitrogen at room temperature was added TMSCl (0.093 mL) dropwise. The reaction mixture was stirred at room temperature for 10 min. Water was added. The aqueous solution was extracted with EA for 3 times. The organic phase was washed with saturated Na2S2O3 solution and s... The reactants are ClC1=NC=CC(=N1)C=1C(=NN2C1C=CC=C2)C=2C=C(C=CC2)NC(C2=C(C=CC=C2F)F)=O (N-{3-[3-(2-chloro-4-pyrimidinyl)pyrazolo[1,5-a]pyridin-2-yl]phenyl}-2,6-difluorobenzamide), NC1=CC(=C(C=C1)O)Cl (4-amino-2-chlorophenol). Yields the product C1NCCC2=CC=C(C=C12)NC1=NC=CC(=N1)C=1C(=NN2C1C=CC=C2)C=2C=C(C=CC2)NC(C2=CC=CC=C2)=O (N-(3-{3-[2-(1,2,3,4-tetrahydro-7-isoquinolinylamino)-4-pyrimidinyl]-pyrazolo[1,5-a]pyridin-2-yl}phenyl)benzamide). Reaction SMILES: Cl[C:2]1[N:7]=[C:6]([C:8]2[C:9]([C:17]3[CH:18]=[C:19]([NH:23][C:24](=[O:33])[C:25]4[C:30](F)=[CH:29][CH:28]=[CH:27][C:26]=4F)[CH:20]=[CH:21][CH:22]=3)=[N:10][N:11]3[CH:16]=[CH:15][CH:14]=[CH:13][C:12]=23)[CH:5]=[CH:4][N:3]=1.[NH2:34][C:35]1[CH:40]=[CH:39][C:38](O)=[C:37](Cl)[CH:36]=1>>[CH2:2]1[C:37]2[C:38](=[CH:39][CH:40]=[C:35]([NH:34][C:2]3[N:7]=[C:6]([C:8]4[C:9]([C:17]5[CH:18]=[C:19]([NH:23][C:24](=[O:33])[C:25]6[CH:30]=[CH:29][CH:28]=[CH:27][CH:26]=6)[CH:20]=[CH:21][CH:22]=5)=[N:10][N:11]5[CH:16]=[CH:15][CH:14]=[CH:13][C:12]=45)[CH:5]=[CH:4][N:3]=3)[CH:36]=2)[CH2:5][CH2:4][NH:3]1. Procedure: The title compound was prepared from N-{3-[3-(2-chloro-4-pyrimidinyl)pyrazolo[1,5-a]pyridin-2-yl]phenyl}-2,6-difluorobenzamide and 4-amino-2-chlorophenol in a manner analogous to Example 27, Step D. MS (ESI): 569 (M+Na)+.